describe an organic reaction: reactants, conditions, products, and yield From a dataset of the Open Reaction Database (ORD), a public repository of structured organic reaction records. Reactants: 37.4, C(C=C)#N (acrylonitrile), C(CCCCCCC)S (n-octyl mercaptan). Reaction conditions: time 4 hour. Product: CC(=C)C1=CC=CC=C1.C(C=C)#N (α-methylstyrene acrylonitrile). Reaction SMILES: [C:1](#[N:4])[CH:2]=[CH2:3].[CH2:5](S)[CH2:6][CH2:7][CH2:8][CH2:9][CH2:10][CH2:11][CH3:12]>>[CH3:5][C:6]([C:7]1[CH:12]=[CH:11][CH:10]=[CH:9][CH:8]=1)=[CH2:1].[C:1](#[N:4])[CH:2]=[CH2:3] |f:2.3|. Procedure: A one-gallon, glass-lined latex reactor was charged with 1691 g of deionized water, 107 g of polystyrene seed latex (400 Angstrom number average particle size) (30% active), 0.2 g of disodium ethylene diaminetetraacetic acid, 1.0 g of sodium bicarbonate, and 20 g of 43% aqueous sodium n-dodecylbenzene sulfonate. The mixture was purged with nitrogen, and the reactor was then evacuated with a water aspirator three times at room temperature. After the final evacuation, the reactor was pressurized w... Starting materials: S1N=C(C=C1)N[C@@H](CC(C)C)C(=O)OC (methyl N-isothiazol-3-yl-L-leucinate), BrBr (bromine). The solvent is ClCCl (dichloromethane), C(C)(=O)O (acetic acid), ClCCl (dichloromethane). Run at time 45 minute. Product: BrC=1C(=NSC1)N[C@@H](CC(C)C)C(=O)OC (methyl N-(4-bromoisothiazol-3-yl)-L-leucinate). Isolated yield 102.3%. Reaction SMILES: [S:1]1[CH:5]=[CH:4][C:3]([NH:6][C@H:7]([C:12]([O:14][CH3:15])=[O:13])[CH2:8][CH:9]([CH3:11])[CH3:10])=[N:2]1.[Br:16]Br>ClCCl.C(O)(=O)C>[Br:16][C:4]1[C:3]([NH:6][C@H:7]([C:12]([O:14][CH3:15])=[O:13])[CH2:8][CH:9]([CH3:10])[CH3:11])=[N:2][S:1][CH:5]=1. Procedure: To a solution of methyl N-isothiazol-3-yl-L-leucinate (160 mg, 0.70 mmol) in dichloromethane (3 mL) and acetic acid (0.5 mL) was added bromine (0.04 mL, 0.78 mmol). The solution was stirred for 45 min, then diluted with dichloromethane and washed with saturated aqueous NaHCO3 and brine, filtered through cotton and evaporated to give 220 mg of methyl N-(4-bromoisothiazol-3-yl)-L-leucinate.